The task is: describe an organic reaction: reactants, conditions, products, and yield. This data is from the Open Reaction Database (ORD), a public repository of structured organic reaction records. Reactants: Cl (HCl), O1CCOCC1 (dioxane), C(C)(=O)SC(C(C(=O)O[C@@H](CC1=C(C=[N+](C=C1Cl)[O-])Cl)C1=CC(=C(C=C1)OC(F)F)OCC1CC1)NC(=O)OC(C)(C)C)(C)C (4-((2S)-2-(3-(acetylthio)-2-(tert-butoxycarbonylamino)-3-methylbutanoyloxy)-2-(3-(cyclopropylmethoxy)-4-(difluoromethoxy)phenyl)ethyl)-3,5-dichloropyridine 1-oxide). Solvent: C(Cl)Cl (DCM), C(Cl)Cl (DCM). Reaction conditions: time 30 minute. Product: C(C)(=O)SC(C(C(=O)O[C@@H](CC1=C(C=[N+](C=C1Cl)[O-])Cl)C1=CC(=C(C=C1)OC(F)F)OCC1CC1)N)(C)C (4-((2S)-2-(3-(acetylthio)-2-amino-3-methylbutanoyloxy)-2-(3-(cyclopropylmethoxy)-4-(difluoromethoxy)-phenyl)ethyl)-3,5-dichloropyridine 1-oxide). Yield: 100.1%. RXN SMILES: [C:1]([S:4][C:5]([CH3:45])([CH3:44])[CH:6]([NH:36]C(OC(C)(C)C)=O)[C:7]([O:9][C@H:10]([C:21]1[CH:26]=[CH:25][C:24]([O:27][CH:28]([F:30])[F:29])=[C:23]([O:31][CH2:32][CH:33]2[CH2:35][CH2:34]2)[CH:22]=1)[CH2:11][C:12]1[C:17]([Cl:18])=[CH:16][N+:15]([O-:19])=[CH:14][C:13]=1[Cl:20])=[O:8])(=[O:3])[CH3:2].Cl.O1CCOCC1>C(Cl)Cl>[C:1]([S:4][C:5]([CH3:45])([CH3:44])[CH:6]([NH2:36])[C:7]([O:9][C@H:10]([C:21]1[CH:26]=[CH:25][C:24]([O:27][CH:28]([F:30])[F:29])=[C:23]([O:31][CH2:32][CH:33]2[CH2:35][CH2:34]2)[CH:22]=1)[CH2:11][C:12]1[C:13]([Cl:20])=[CH:14][N+:15]([O-:19])=[CH:16][C:17]=1[Cl:18])=[O:8])(=[O:3])[CH3:2]. Reported procedure: 4-((2S)-2-(3-(acetylthio)-2-(tert-butoxycarbonylamino)-3-methylbutanoyloxy)-2-(3-(cyclopropylmethoxy)-4-(difluoromethoxy)phenyl)ethyl)-3,5-dichloropyridine 1-oxide (118 mg, 0.170 mmol) was dissolved in DCM (1 ml). HCl 4N in dioxane (425 μl, 1.70 mmol) was added and the mixture stirred for 30 minutes at RT. The reaction mixture was diluted with DCM. The organic layer was washed with NaHCO3 sat. sol. (2×) and brine, dried over Na2SO4 and evaporated under vacuum. The crude product was purified by p... The reactants are FC1=CC=C(C=C1)C(CCCC1=CC=CC=C1)O (1-(p-fluorophenyl)-4-phenyl -1-butanol), CN(CCCCl)C (γ-dimethylaminopropyl chloride), [H-].[Na+] (sodium hydride), C1(=CC=CC=C1)C (toluene). Solvent: O (water). Product: CN(C)CCCOC(CCCC1=CC=CC=C1)C1=CC=C(C=C1)F (1-[3-(N,N-dimethylamino)propoxy]-1-(p-fluorophenyl)-4-phenyl -butane). Reaction SMILES: [F:1][C:2]1[CH:7]=[CH:6][C:5]([CH:8]([OH:18])[CH2:9][CH2:10][CH2:11][C:12]2[CH:17]=[CH:16][CH:15]=[CH:14][CH:13]=2)=[CH:4][CH:3]=1.[CH3:19][N:20]([CH3:25])[CH2:21][CH2:22][CH2:23]Cl.[H-].[Na+].C1(C)C=CC=CC=1>O>[CH3:19][N:20]([CH2:21][CH2:22][CH2:23][O:18][CH:8]([C:5]1[CH:4]=[CH:3][C:2]([F:1])=[CH:7][CH:6]=1)[CH2:9][CH2:10][CH2:11][C:12]1[CH:13]=[CH:14][CH:15]=[CH:16][CH:17]=1)[CH3:25] |f:2.3|. Reported procedure: A mixture of 5.0 g of 1-(p-fluorophenyl)-4-phenyl -1-butanol, 10 g of γ-dimethylaminopropyl chloride, 2.0 g of sodium hydride (65%) and 100 ml of toluene was heated under refluxing for 30 minutes. After cooling, the reaction mixture was poured into water and extracted with ethyl acetate. The organic layer was washed with water, dried over anhydrous sodium sulfate, concentrated under reduced pressure and chromatographed on silica gel to give 1-[3-(N,N-dimethylamino)propoxy]-1-(p-fluorophenyl)-4-p... Reactants: Cl.N[C@@H](CCC(N)=O)C(=O)N (glutamineamide hydrochloride), C([O-])([O-])=O.[K+].[K+] (potassium carbonate), N[C@@H](CCC(N)=O)C(=O)N (glutamineamide), C([O-])([O-])=O.[K+].[K+] (potassium carbonate), C(C=C)(=O)Cl (acrylic acid chloride). Run in O (water), C(C)OCC (Diethyl ether), O (water), C(C)OCC (diethyl ether). Run at time 10 minute. The product is C(C=C)(=O)NC([C@@H](N)CCC(N)=O)=O (N-acryloylglutamineamide). RXN SMILES: [C:1](Cl)(=[O:4])[CH:2]=[CH2:3].Cl.[NH2:7][C@H:8]([C:14]([NH2:16])=[O:15])[CH2:9][CH2:10][C:11](=[O:13])[NH2:12].C(=O)([O-])[O-].[K+].[K+].N[C@H](C(N)=O)CCC(=O)N>O.C(OCC)C>[C:1]([NH:16][C:14](=[O:15])[C@H:8]([CH2:9][CH2:10][C:11](=[O:13])[NH2:12])[NH2:7])(=[O:4])[CH:2]=[CH2:3] |f:1.2,3.4.5|. Procedure: A 5 ml portion of acrylic acid chloride and 200 ml of diethyl ether were put into a 500 ml capacity eggplant type flask and stirred on an ice bath. Next, 2 g of glutamineamide hydrochloride (mfd. by Kokusan Kagaku) was dissolved in 25 ml of deionized water, and 3 g of potassium carbonate was dissolved in 25 ml of deionized water. The glutamineamide aqueous solution was mixed with the potassium carbonate aqueous solution. The mixed liquid was added dropwise into the eggplant type flask spending 1... The reactants are CC(C)C[AlH]CC(C)C (DIBAl-H), solution, C(C)(=O)SCCCCCCCCC(CC(=O)OC)C(CC(=O)OC)CCCCCCCCSC(C)=O (dimethyl 3,4-bis(8-(acetylthio)octyl)hexanedioate), C1CCOC1 (THF). The solvent is C1(=CC=CC=C1)C (toluene). Run at time 3 hour. Product: SCCCCCCCCC(CCO)C(CCO)CCCCCCCCS (rac-3,4-Bis(8-mercaptooctyl)hexane-1,6-diol), meso-3,4-Bis(8-mercaptooctyl)hexane-1,6-diol. Yield: 49.0%. RXN SMILES: C([S:4][CH2:5][CH2:6][CH2:7][CH2:8][CH2:9][CH2:10][CH2:11][CH2:12][CH:13]([CH:19]([CH2:25][CH2:26][CH2:27][CH2:28][CH2:29][CH2:30][CH2:31][CH2:32][S:33]C(=O)C)[CH2:20][C:21](OC)=[O:22])[CH2:14][C:15](OC)=[O:16])(=O)C.C1COCC1.CC(C[AlH]CC(C)C)C>C1(C)C=CC=CC=1>[SH:4][CH2:5][CH2:6][CH2:7][CH2:8][CH2:9][CH2:10][CH2:11][CH2:12][CH:13]([CH:19]([CH2:25][CH2:26][CH2:27][CH2:28][CH2:29][CH2:30][CH2:31][CH2:32][SH:33])[CH2:20][CH2:21][OH:22])[CH2:14][CH2:15][OH:16]. Procedure: To a flame-dried 20 mL vial fitted with a screw-top septa cap was charged with dimethyl 3,4-bis(8-(acetylthio)octyl)hexanedioate (1 equiv, 0.34 mmol, 187 mg, mixture of stereoisomers) and THF (4.5 mL). DIBAl-H (12 equiv, 4.1 mmol, 2.7 mL of a nominally 1.5 M solution in toluene) was added dropwise. The reaction was stirred for 3 h at rt, quenched by careful addition of 2 N HCl (5 mL), diluted with 10 mL sat. aq. NH4Cl (10 mL), and extracted with Et2O (3×15 mL). The combined organic layers were w... Starting materials: CO, O, O=C(O)c1cccnc1O, O=S(=O)(O)O. Yields the product COC(=O)c1cccnc1O. As a reaction SMILES: [CH3:16][OH:17].[OH2:18].[OH:1][c:2]1[c:3]([C:4](=[O:5])[OH:6])[cH:7][cH:8][cH:9][n:10]1.[S:11](=[O:12])(=[O:13])([OH:14])[OH:15]>>[OH:1][c:2]1[c:3]([C:4](=[O:5])[O:6][CH3:16])[cH:7][cH:8][cH:9][n:10]1. Reactants: COC=1C(=CC=2C(CCC(C2C1)(C)C)(C)C)C(C)=O (1-(3-methoxy-5,5,8,8-tetramethyl-5,6,7,8-tetrahydro-naphthalen-2-yl)-ethanone), COC=1C(=CC=2C(CCC(C2C1)(C)C)(C)C)C(C)=O (1-(3-methoxy-5,5,8,8-tetramethyl-5,6,7,8-tetrahydro-naphthalen-2-yl)-ethanone), B(Br)(Br)Br (BBr3). Run in C(Cl)Cl (CH2Cl2). Conditions: temperature 0 celsius, time 2 hour. The product is OC=1C(=CC=2C(CCC(C2C1)(C)C)(C)C)C(C)=O (1-(3-Hydroxy-5,5,8,8-tetramethyl-5,6,7,8-tetrahydro-naphthalen-2-yl)-ethanone). Isolated yield 74.9%. Reaction SMILES: C[O:2][C:3]1[C:4]([C:17](=[O:19])[CH3:18])=[CH:5][C:6]2[C:7]([CH3:16])([CH3:15])[CH2:8][CH2:9][C:10]([CH3:14])([CH3:13])[C:11]=2[CH:12]=1.B(Br)(Br)Br>C(Cl)Cl>[OH:2][C:3]1[C:4]([C:17](=[O:19])[CH3:18])=[CH:5][C:6]2[C:7]([CH3:16])([CH3:15])[CH2:8][CH2:9][C:10]([CH3:13])([CH3:14])[C:11]=2[CH:12]=1. Procedure details: To a solution of 1-(3-methoxy-5,5,8,8-tetramethyl-5,6,7,8-tetrahydro-naphthalen-2-yl)-ethanone (Intermediate 3, 10.7 g, 41.2 mmol) in CH2Cl2 (500 mL) at 0° C. was added BBr3 (49.5 mL, 1.0 M in CH2Cl2) via syringe pump over 10 min. The mixture was stirred at 0° C. for 2 h and was quenched with ice-H2O and extracted with Et2O (×3). The combined organic layer was washed with brine, dried over Na2SO4, and concentrated in vacuo. The residue was purified by flash column chromatography on silica gel (C... The reactants are ClC1=C(C=O)C=CC=C1 (2-chlorobenzaldehyde), NC1=NNC=C1 (3-aminopyrazole), O=C(CC(=O)OCC)CC (ethyl 3-ketopentanoate). Product: ClC1=C(C=CC=C1)C1C=2C(NC(=C1C(=O)OCC)CC)=NNC2 (Ethyl 4-(2-chlorophenyl)-6-ethyl-4,7-dihydro-2H-pyrazolo[3,4-b]pyridine-5-carboxylate). As a reaction SMILES: [Cl:1][C:2]1[CH:9]=[CH:8][CH:7]=[CH:6][C:3]=1[CH:4]=O.[NH2:10][C:11]1[CH:15]=[CH:14][NH:13][N:12]=1.O=[C:17]([CH2:24][CH3:25])[CH2:18][C:19]([O:21][CH2:22][CH3:23])=[O:20]>>[Cl:1][C:2]1[CH:9]=[CH:8][CH:7]=[CH:6][C:3]=1[CH:4]1[C:18]([C:19]([O:21][CH2:22][CH3:23])=[O:20])=[C:17]([CH2:24][CH3:25])[NH:10][C:11]2=[N:12][NH:13][CH:14]=[C:15]12. Reported procedure: The title compound was prepared from 2-chlorobenzaldehyde, 3-aminopyrazole and ethyl 3-ketopentanoate in the same manner as in Example 1. The reactants are S(=O)(Cl)Cl (thionyl chloride), 2,2-bis-acetonxymethyl, C(C)(=O)OCC(C(=O)O)(C)COC(C)=O (2,2-bis-acetoxymethyl propionic acid). Run at temperature 100 celsius. The product is C(C)(=O)OCC(C(=O)Cl)(C)COC(C)=O (2,2-bis-acetoxymethyl propionic acid chloride). RXN SMILES: S(Cl)([Cl:3])=O.[C:5]([O:8][CH2:9][C:10]([CH2:15][O:16][C:17](=[O:19])[CH3:18])([CH3:14])[C:11](O)=[O:12])(=[O:7])[CH3:6]>>[C:5]([O:8][CH2:9][C:10]([CH2:15][O:16][C:17](=[O:19])[CH3:18])([CH3:14])[C:11]([Cl:3])=[O:12])(=[O:7])[CH3:6]. Procedure details: 182 ml (2.5 moles) of thionyl chloride are poured over 218 g (1 mole) of 2,2-bis-acetonxymethyl propionic acid (step 1), followed by refluxing for 8 hours at a batch temperature of approximately 100° C. Excess thionyl chloride is distilled off in a water jet vacuum, leaving a pale yellow, oily product. Yield 236 g (100% of the theoretical). Starting materials: NC1=NC(=C(C(=N1)C=1OC=CC1)C#N)S(=O)(=O)C (2-amino-4-furan-2-yl-6-methanesulfonyl-pyrimidine-5-carbonitrile), C1(=CC=CC=C1)S (thiophenol), C1CCC2=NCCCN2CC1 (DBU). The solvent is COCCOC (DME). Product: NC1=NC(=C(C(=N1)C=1OC=CC1)C#N)SC1=CC=CC=C1 (2-Amino-4-furan-2-yl-6-phenylsulfanyl-pyrimidine-5-carbonitrile). As a reaction SMILES: [NH2:1][C:2]1[N:7]=[C:6]([C:8]2[O:9][CH:10]=[CH:11][CH:12]=2)[C:5]([C:13]#[N:14])=[C:4]([S:15]([CH3:18])(=O)=O)[N:3]=1.[C:19]1(S)[CH:24]=[CH:23]C=[CH:21][CH:20]=1.C1CCN2C(=NCCC2)CC1>COCCOC>[NH2:1][C:2]1[N:7]=[C:6]([C:8]2[O:9][CH:10]=[CH:11][CH:12]=2)[C:5]([C:13]#[N:14])=[C:4]([S:15][C:18]2[CH:23]=[CH:24][CH:19]=[CH:20][CH:21]=2)[N:3]=1. Reported procedure: From 2-amino-4-furan-2-yl-6-methanesulfonyl-pyrimidine-5-carbonitrile, thiophenol and DBU in DME. ES-MS m/e (%): 295 (M+H+, 100). Reactants: C1CO1, CCCCCC1CNC(C(=O)NC(C(C)C)C2OC(SC)C(O)C(O)C2O)C1, CO, CCN(C(C)C)C(C)C. The product is CCCCCC1CC(C(=O)NC(C(C)C)C2OC(SC)C(O)C(O)C2O)N(CCO)C1. RXN SMILES: [CH2:10]1[CH2:11][O:12]1.[CH3:13][CH:14]([CH:15]([CH:16]1[O:17][CH:18]([S:25][CH3:26])[CH:19]([OH:24])[CH:20]([OH:23])[CH:21]1[OH:22])[NH:27][C:28](=[O:29])[CH:30]1[NH:31][CH2:32][CH:33]([CH2:35][CH2:36][CH2:37][CH2:38][CH3:39])[CH2:34]1)[CH3:40].[CH3:41][OH:42].[CH:1]([N:2]([CH2:3][CH3:4])[CH:5]([CH3:6])[CH3:7])([CH3:8])[CH3:9]>>[CH2:10]([CH2:11][OH:12])[N:31]1[CH:30]([C:28]([NH:27][CH:15]([CH:14]([CH3:13])[CH3:40])[CH:16]2[O:17][CH:18]([S:25][CH3:26])[CH:19]([OH:24])[CH:20]([OH:23])[CH:21]2[OH:22])=[O:29])[CH2:34][CH:33]([CH2:35][CH2:36][CH2:37][CH2:38][CH3:39])[CH2:32]1.